This data is from the Open Reaction Database (ORD), a public repository of structured organic reaction records. The task is: describe an organic reaction: reactants, conditions, products, and yield The reactants are ClCCl, COC(=O)c1ccc(C(=O)Nc2ccccc2Oc2ccc(F)cc2OC)cc1, O. Product: COC(=O)c1ccc(C2=Nc3ccccc3Oc3c(OC)cc(F)cc32)cc1. Reaction SMILES: [Cl:30][CH2:31][Cl:32].[F:1][c:2]1[cH:3][c:4]([O:28][CH3:29])[c:5]([O:6][c:7]2[c:8]([NH:13][C:14](=[O:15])[c:16]3[cH:17][cH:18][c:19]([C:20](=[O:21])[O:22][CH3:23])[cH:24][cH:25]3)[cH:9][cH:10][cH:11][cH:12]2)[cH:26][cH:27]1.[OH2:33]>>[F:1][c:2]1[cH:3][c:4]([O:28][CH3:29])[c:5]2[c:26]([cH:27]1)[C:14]([c:16]1[cH:17][cH:18][c:19]([C:20](=[O:21])[O:22][CH3:23])[cH:24][cH:25]1)=[N:13][c:8]1[c:7]([cH:12][cH:11][cH:10][cH:9]1)[O:6]2. The product is FC1=C(C=CC(=C1)F)C1=C(C(C2=CC(=CC=C12)OCCN1CCN(CC1)S(=O)(=O)C)=O)C=1C=NC2=CC=CC=C2C1 (3-(2,4-difluorophenyl)-6-{2-[4-(methylsulfonyl)piperazin-1-yl]ethoxy}-2-(quinolin-3-yl)-1H-inden-1-one). Procedure: The procedure of Step 7 of Example 1 was repeated except for using 2-bromo-3-(2,4-difluorophenyl)-6-{2-[4-(methylsulfonyl)piperazin-1-yl]ethoxy}-1H-inden-1-one obtained in Step 1 of Example 116 as a starting material instead of 6-(2-morpholinoethoxy)-2-bromo-3-phenyl-1H-inden-1-one and 3-quinolinylboronic acid instead of 3-pyridinylboronic acid to obtain the title compound (71%). Reactants: BrC=1C(C2=CC(=CC=C2C1C1=C(C=C(C=C1)F)F)OCCN1CCN(CC1)S(=O)(=O)C)=O (2-Bromo-3-(2,4-difluorophenyl)-6-{2-[4-(methylsulfonyl)piperazin-1-yl]ethoxy}-1H-inden-1-one), O1CCN(CC1)CCOC1=CC=C2C(=C(C(C2=C1)=O)Br)C1=CC=CC=C1 (6-(2-morpholinoethoxy)-2-bromo-3-phenyl-1H-inden-1-one), N1=CC(=CC2=CC=CC=C12)B(O)O (3-quinolinylboronic acid). The yield is 71.0%. RXN SMILES: Br[C:2]1[C:3](=[O:32])[C:4]2[C:9]([C:10]=1[C:11]1[CH:16]=[CH:15][C:14]([F:17])=[CH:13][C:12]=1[F:18])=[CH:8][CH:7]=[C:6]([O:19][CH2:20][CH2:21][N:22]1[CH2:27][CH2:26][N:25]([S:28]([CH3:31])(=[O:30])=[O:29])[CH2:24][CH2:23]1)[CH:5]=2.O1CCN(CCOC2C=C3C(C(C4C=CC=CC=4)=C(Br)C3=O)=CC=2)CC1.[N:59]1[C:68]2[C:63](=[CH:64][CH:65]=[CH:66][CH:67]=2)[CH:62]=[C:61](B(O)O)[CH:60]=1>>[F:18][C:12]1[CH:13]=[C:14]([F:17])[CH:15]=[CH:16][C:11]=1[C:10]1[C:9]2[C:4](=[CH:5][C:6]([O:19][CH2:20][CH2:21][N:22]3[CH2:23][CH2:24][N:25]([S:28]([CH3:31])(=[O:29])=[O:30])[CH2:26][CH2:27]3)=[CH:7][CH:8]=2)[C:3](=[O:32])[C:2]=1[C:61]1[CH:60]=[N:59][C:68]2[C:63]([CH:62]=1)=[CH:64][CH:65]=[CH:66][CH:67]=2. Starting materials: NC1C(NC2=C(C(C1)(C)C)C=CC(=C2)[N+](=O)[O-])=O (3-Amino-5,5-dimethyl-8-nitro-1,3,4,5-tetrahydro-1-benzazepin-2-one), N1(CCCC1)C(=O)Cl (Pyrrolidine-1-carbonyl chloride), Example 1271d. Product: CC1(CC(C(NC2=C1C=CC(=C2)[N+](=O)[O-])=O)NC(=O)N2CCCC2)C (Pyrrolidine-1-carboxylic acid (5,5-dimethyl-8-nitro-2-oxo-2,3,4,5-tetrahydro-1H-1-benzazepin-3-yl)-amide). As a reaction SMILES: [NH2:1][CH:2]1[CH2:8][C:7]([CH3:10])([CH3:9])[C:6]2[CH:11]=[CH:12][C:13]([N+:15]([O-:17])=[O:16])=[CH:14][C:5]=2[NH:4][C:3]1=[O:18].[N:19]1([C:24](Cl)=[O:25])[CH2:23][CH2:22][CH2:21][CH2:20]1>>[CH3:9][C:7]1([CH3:10])[C:6]2[CH:11]=[CH:12][C:13]([N+:15]([O-:17])=[O:16])=[CH:14][C:5]=2[NH:4][C:3](=[O:18])[CH:2]([NH:1][C:24]([N:19]2[CH2:23][CH2:22][CH2:21][CH2:20]2)=[O:25])[CH2:8]1. Reported procedure: Pyrrolidine-1-carboxylic acid (5,5-dimethyl-8-nitro-2-oxo-2,3,4,5-tetrahydro-1H-1-benzazepin-3-yl)-amide was prepared from 3-Amino-5,5-dimethyl-8-nitro-1,3,4,5-tetrahydro-1-benzazepin-2-one and Pyrrolidine-1-carbonyl chloride in an analogous manner to Example 1271d as a pale yellow solid (256 mg, 92%). LCMS 347 (M+H). HPLC purity 99%. Reactants: Cl (hydrochloride), FC1=CC=C(C=C1)C(C(C=1C=CC=C2C=CC=NC12)O)NC(OC(C)(C)C)=O (tert-butyl [1-(4-fluorophenyl)-2-hydroxy-2-quinolin-8-ylethyl]carbamate), Cl (HCl). The solvent is C(Cl)Cl (methylene chloride), O1CCOCC1 (dioxane). Run at temperature 0 celsius, time 20 minute. The product is NC(C(O)C=1C=CC=C2C=CC=NC12)C1=CC=C(C=C1)F (2-amino-2-(4-fluorophenyl)-1-quinolin-8-ylethanol), powder. Yield: 134.0%. RXN SMILES: [F:1][C:2]1[CH:7]=[CH:6][C:5]([CH:8]([NH:21]C(=O)OC(C)(C)C)[CH:9]([OH:20])[C:10]2[CH:11]=[CH:12][CH:13]=[C:14]3[C:19]=2[N:18]=[CH:17][CH:16]=[CH:15]3)=[CH:4][CH:3]=1.Cl>C(Cl)Cl.O1CCOCC1>[NH2:21][CH:8]([C:5]1[CH:4]=[CH:3][C:2]([F:1])=[CH:7][CH:6]=1)[CH:9]([C:10]1[CH:11]=[CH:12][CH:13]=[C:14]2[C:19]=1[N:18]=[CH:17][CH:16]=[CH:15]2)[OH:20]. Reported procedure: 2.78 g (7.27 mmol) of tert-butyl [1-(4-fluorophenyl)-2-hydroxy-2-quinolin-8-ylethyl]carbamate were dissolved in 75 ml of methylene chloride and cooled to 0° C. 18 ml of an HCl solution (4N) in dioxane were added, and the mixture was stirred at 0° C. for 20 minutes and allowed to reach room temperature overnight. The reaction mixture was concentrated in vacuo, and the residue was treated with diisopropyl ether. Filtration was followed by washing with diisopropyl ether and pentane and drying in va... The reactants are C(C)OC(=O)C=1C=2N=CC=NC2C(=CC1)C1=C(C(=CC(=C1F)OC)OC)F (8-(2,6-difluoro-3,5-dimethoxy-phenyl)-quinoxaline-5-carboxylic acid ethyl ester), CO (MeOH), CN(CC=1N=C(NC1)[N+](=O)[O-])C (dimethyl-(2-nitro-1H-imidazol-4-ylmethyl)-amine), CO.C1CCOC1 (MeOH THF). The reagents and catalysts are [Ni] (Raney nickel). Run in C(Cl)Cl.CO (DCM MeOH). Reaction conditions: temperature 70 celsius, time 7 hour. Yields the product CN(C)CC=1N=C(NC1)NC(=O)C=1C=CC(=C2C=CC=NC12)C1=C(C(=CC(=C1F)OC)OC)F (5-(2,6-Difluoro-3,5-dimethoxy-phenyl)-quinoline-8-carboxylic acid (4-dimethylaminomethyl-1H-imidazol-2-yl)-amide). RXN SMILES: C([O:3][C:4]([C:6]1[C:7]2[N:8]=CC=N[C:12]=2[C:13]([C:16]2[C:21]([F:22])=[C:20]([O:23][CH3:24])[CH:19]=[C:18]([O:25][CH3:26])[C:17]=2[F:27])=[CH:14][CH:15]=1)=O)C.[CH3:28][N:29]([CH3:39])[CH2:30][C:31]1[N:32]=[C:33]([N+:36]([O-])=O)[NH:34][CH:35]=1.CO.[CH2:42]1[CH2:46]OC[CH2:43]1.CO>[Ni].C(Cl)Cl.CO>[CH3:28][N:29]([CH2:30][C:31]1[N:32]=[C:33]([NH:36][C:4]([C:6]2[CH:15]=[CH:14][C:13]([C:16]3[C:21]([F:22])=[C:20]([O:23][CH3:24])[CH:19]=[C:18]([O:25][CH3:26])[C:17]=3[F:27])=[C:12]3[C:7]=2[N:8]=[CH:46][CH:42]=[CH:43]3)=[O:3])[NH:34][CH:35]=1)[CH3:39] |f:2.3,6.7|. Procedure: The title compound was prepared in analogy to the procedures described in Example 14 but using 8-(2,6-difluoro-3,5-dimethoxy-phenyl)-quinoxaline-5-carboxylic acid ethyl ester (Step 124.1), stirring the reaction mixture for 7 h at 70° C., and using dimethyl-(2-nitro-1H-imidazol-4-ylmethyl)-amine (Step 22.1) instead of 2-nitroimidazole in Step 14.3, and Raney nickel and MeOH/THF (1:1) instead of palladium on carbon and MeOH in Step 14.2. The title compound: ESI-MS: 468.1 [M+H]+; tR=3.29 min (Syste...